Dataset: the Open Reaction Database (ORD), a public repository of structured organic reaction records. Task: describe an organic reaction: reactants, conditions, products, and yield The reactants are C(C1=CC=CC=C1)N1CC(=CC(C1)O)C1=CC=C(C=C1)C(F)(F)F (1-benzyl-5-hydroxy-1,2,5,6-tetrahydro-3-(p-trifluoromethylphenyl)pyridine), [H][H] (hydrogen). The reagents and catalysts are [Pd] (palladium on carbon). Run in CO (methanol). Yields the product O[C@@H]1CNC[C@@H](C1)C1=CC=C(C=C1)C(F)(F)F (cis-3-Hydroxy-5-(p-trifluoromethylphenyl)piperidine), base. Reaction SMILES: C([N:8]1[CH2:13][CH:12]([OH:14])[CH:11]=[C:10]([C:15]2[CH:20]=[CH:19][C:18]([C:21]([F:24])([F:23])[F:22])=[CH:17][CH:16]=2)[CH2:9]1)C1C=CC=CC=1.[H][H]>CO.[Pd]>[OH:14][C@H:12]1[CH2:11][C@@H:10]([C:15]2[CH:20]=[CH:19][C:18]([C:21]([F:24])([F:22])[F:23])=[CH:17][CH:16]=2)[CH2:9][NH:8][CH2:13]1. Procedure: A solution of 1-benzyl-5-hydroxy-1,2,5,6-tetrahydro-3-(p-trifluoromethylphenyl)pyridine (5.9 g) in methanol (200 ml) was hydrogenated over 10% palladium on carbon (500 mg) in a Parr apparatus at 30 psi (about 2.11×104 kg/sq.m.) and room temperature. After the theoretical uptake of hydrogen had occurred (about 3 hours), the catalyst was removed by filtration and the solvent evaporated under reduced pressure. Recrystallisation of the residue from toluene gave the title compound as the free base (4... Yields the product N1C=CC2=CC(=CC=C12)C1C2=C(CNC(C1)=O)C=CC=C2 (5-(1H-Indol-5-yl)-1,2,4,5-tetrahydro-benzo[c]azepin-3-one). As a reaction SMILES: CO[C:3](=[O:23])[CH2:4][CH:5]([C:15]1[CH:20]=[CH:19][CH:18]=[CH:17][C:16]=1[C:21]#[N:22])[C:6]1[CH:7]=[C:8]2[C:12](=[CH:13][CH:14]=1)[NH:11][CH:10]=[CH:9]2.OC(C(O)(C)C)(C)C.[BH4-].[Na+]>CO>[NH:11]1[C:12]2[C:8](=[CH:7][C:6]([CH:5]3[CH2:4][C:3](=[O:23])[NH:22][CH2:21][C:16]4[CH:17]=[CH:18][CH:19]=[CH:20][C:15]3=4)=[CH:14][CH:13]=2)[CH:9]=[CH:10]1 |f:2.3|. Run in CO (methanol). Reaction conditions: time 45 minute. Starting materials: COC(CC(C=1C=C2C=CNC2=CC1)C1=C(C=CC=C1)C#N)=O (3-(2-cyano-phenyl)-3-(1H-indol-5-yl)-propionic acid methyl ester), OC(C)(C)C(C)(C)O (pinacol), [BH4-].[Na+] (sodium borohydride). Procedure: To a mixture of 3-(2-cyano-phenyl)-3-(1H-indol-5-yl)-propionic acid methyl ester and pinacol (1:2 molar ratio, 2.1 g) in methanol (100 mL) was added sodium borohydride (2.6 g, 14 mmol), portionwise over 45 minutes. Stirring continued for 15 hours at room temperature. The reaction mixture was then filtered through Celite, washed with methanol, and the combined filtrates were concentrated. The crude material so obtained was partitioned between ethyl acetate and 5% aqueous ammonium hydroxide. The o...